From a dataset of the Open Reaction Database (ORD), a public repository of structured organic reaction records. describe an organic reaction: reactants, conditions, products, and yield Reactants: CS(=O)(=O)OCCCN1C(NC2=C1C=CC(=C2)Cl)=O (5-chloro-1,3-dihydro-2-oxo-2H-benzimidazole-1-propanol methanesulfonate), C1(=CC=CC=C1)N1CNC(C12CCNCC2)=O (1-phenyl-1,3,8-triazaspiro[4,5]decan-4-one), C([O-])([O-])=O.[Na+].[Na+] (sodium carbonate). Solvent: CN(C=O)C (N,N-dimethylformamide). The product is ClC1=CC2=C(N(C(N2)=O)CCCN2CCC3(C(NCN3C3=CC=CC=C3)=O)CC2)C=C1 (8-[3-(5-chloro-1,3-dihydro-2-oxo-2H-benzimidazol-1-yl)propyl]-1-phenyl-1,3,8-triazaspiro[4,5]decan-4-one). Isolated yield 25.0%. As a reaction SMILES: CS(O[CH2:6][CH2:7][CH2:8][N:9]1[C:13]2[CH:14]=[CH:15][C:16]([Cl:18])=[CH:17][C:12]=2[NH:11][C:10]1=[O:19])(=O)=O.[C:20]1([N:26]2[C:30]3([CH2:35][CH2:34][NH:33][CH2:32][CH2:31]3)[C:29](=[O:36])[NH:28][CH2:27]2)[CH:25]=[CH:24][CH:23]=[CH:22][CH:21]=1.C(=O)([O-])[O-].[Na+].[Na+]>CN(C)C=O>[Cl:18][C:16]1[CH:15]=[CH:14][C:13]2[N:9]([CH2:8][CH2:7][CH2:6][N:33]3[CH2:32][CH2:31][C:30]4([N:26]([C:20]5[CH:25]=[CH:24][CH:23]=[CH:22][CH:21]=5)[CH2:27][NH:28][C:29]4=[O:36])[CH2:35][CH2:34]3)[C:10](=[O:19])[NH:11][C:12]=2[CH:17]=1 |f:2.3.4|. Procedure details: A mixture of 4.9 parts of 5-chloro-1,3-dihydro-2-oxo-2H-benzimidazole-1-propanol methanesulfonate, 3.7 parts of 1-phenyl-1,3,8-triazaspiro[4,5]decan-4-one, 3.4 parts of sodium carbonate and 90 parts of N,N-dimethylformamide is stirred and heated for 1 hour at 50°-60° C. The N,N-dimethylformamide is distilled off and the residue is taken up in water. The product is extracted with 4-methyl-2-pentanone. The extract is dried, filtered and evaporated. The residue is purified by column-chromatography ...